From a dataset of the Open Reaction Database (ORD), a public repository of structured organic reaction records. describe an organic reaction: reactants, conditions, products, and yield RXN SMILES: [N+:1](=[O:2])([O-:3])[c:4]1[cH:5][cH:6][c:7]([C:8](=[O:9])[NH:10][CH2:11][CH2:12][c:13]2[c:14]([CH2:19][C:20]#[N:21])[cH:15][cH:16][cH:17][cH:18]2)[cH:22][cH:23]1.[P:32]([Cl:33])([Cl:34])([Cl:35])=[O:36].[c:24]1([CH3:25])[c:26]([CH3:27])[cH:28][cH:29][cH:30][cH:31]1>>[N+:1](=[O:2])([O-:3])[c:4]1[cH:5][cH:6][c:7]([C:8]2=[N:10][CH2:11][CH2:12][c:13]3[c:14]([CH2:19][C:20]#[N:21])[cH:15][cH:16][cH:17][c:18]32)[cH:22][cH:23]1. The product is N#CCc1cccc2c1CCN=C2c1ccc([N+](=O)[O-])cc1. The reactants are N#CCc1ccccc1CCNC(=O)c1ccc([N+](=O)[O-])cc1, O=P(Cl)(Cl)Cl, Cc1ccccc1C. Starting materials: N[C@@H]1[C@@H](CCCC1)NC1=NC=C(C(=N1)NC1=CC=C(OCC(=O)OC(C)(C)C)C=C1)C(N)=O (tert-butyl 2-(4-(2-((1R,2S)-2-aminocyclohexylamino)-5-carbamoylpyrimidin-4-ylamino)phenoxy)acetate). The solvent is C(=O)(C(F)(F)F)O (TFA). Yields the product N[C@@H]1[C@@H](CCCC1)NC1=NC=C(C(=N1)NC1=CC=C(OCC(=O)O)C=C1)C(N)=O (2-(4-(2-((1R,2S)-2-aminocyclohexylamino)-5-carbamoylpyrimidin-4-ylamino)phenoxy)acetic acid). As a reaction SMILES: [NH2:1][C@H:2]1[CH2:7][CH2:6][CH2:5][CH2:4][C@H:3]1[NH:8][C:9]1[N:14]=[C:13]([NH:15][C:16]2[CH:30]=[CH:29][C:19]([O:20][CH2:21][C:22]([O:24]C(C)(C)C)=[O:23])=[CH:18][CH:17]=2)[C:12]([C:31](=[O:33])[NH2:32])=[CH:11][N:10]=1>C(O)(C(F)(F)F)=O>[NH2:1][C@H:2]1[CH2:7][CH2:6][CH2:5][CH2:4][C@H:3]1[NH:8][C:9]1[N:14]=[C:13]([NH:15][C:16]2[CH:30]=[CH:29][C:19]([O:20][CH2:21][C:22]([OH:24])=[O:23])=[CH:18][CH:17]=2)[C:12]([C:31](=[O:33])[NH2:32])=[CH:11][N:10]=1. Procedure details: A solution of tert-butyl 2-(4-(2-((1R,2S)-2-aminocyclohexylamino)-5-carbamoylpyrimidin-4-ylamino)phenoxy)acetate racemate (180 mg, 0.395 mmol) in TFA (4 mL) was stirred at room temperature for 2 h. It was then concentrated in vacuo. The residue was purified by HPLC to give the titled compound (60 mg). MS 401.2 (M+H). Reactants: BrC=1C=NC(=NC1)N1CCN(CC1)C(=O)OC(C)(C)C (tert-butyl 4-(5-bromopyrimidin-2-yl)piperazine-1-carboxylate), C1(=CC=CC=C1)P(C1=CC=CC=C1)C1=CC=CC=C1 (triphenylphosphine), Cl (HCl), C(CCC)[Sn](C(=C)OCC)(CCCC)CCCC (tributyl(1-ethoxyvinyl)stannane). The reagents and catalysts are C(C)(=O)[O-].C(C)(=O)[O-].[Pd+2] (palladium diacetate). Solvent: O1CCOCC1 (dioxane), C(C)(=O)OCC (ethyl acetate), C1CCOC1 (THF). Reaction conditions: temperature 80 celsius, time 8 hour. Product: C(C)(=O)C=1C=NC(=NC1)N1CCN(CC1)C(=O)OC(C)(C)C (tert-butyl 4-(5-acetylpyrimidin-2-yl)piperazine-1-carboxylate). The yield is 67.0%. Reaction SMILES: Br[C:2]1[CH:3]=[N:4][C:5]([N:8]2[CH2:13][CH2:12][N:11]([C:14]([O:16][C:17]([CH3:20])([CH3:19])[CH3:18])=[O:15])[CH2:10][CH2:9]2)=[N:6][CH:7]=1.C1(P(C2C=CC=CC=2)C2C=CC=CC=2)C=CC=CC=1.C([Sn](CCCC)(CCCC)[C:45]([O:47]CC)=[CH2:46])CCC.Cl>O1CCOCC1.C1COCC1.C(OCC)(=O)C.C([O-])(=O)C.C([O-])(=O)C.[Pd+2]>[C:45]([C:2]1[CH:3]=[N:4][C:5]([N:8]2[CH2:13][CH2:12][N:11]([C:14]([O:16][C:17]([CH3:20])([CH3:19])[CH3:18])=[O:15])[CH2:10][CH2:9]2)=[N:6][CH:7]=1)(=[O:47])[CH3:46] |f:7.8.9|. Procedure: To a mixture of tert-butyl 4-(5-bromopyrimidin-2-yl)piperazine-1-carboxylate (5.0 g, 14.6 mmol), palladium diacetate (240 mg, 1.46 mmol) and triphenylphosphine (376 mg, 2.92 mmol) in dioxane (100 mL) was added tributyl(1-ethoxyvinyl)stannane (5.3 mL, 16.1 mL) under N2, and the reaction mixture was stirred at 80° C. overnight. The reaction was cooled to RT and diluted with THF (100 mL), followed by the addition of 2 N HCl (100 mL). The mixture was stirred at RT for 30 mins, and LCMS showed the re... The reactants are O=C([O-])O, CO, COc1cc([N+](=O)[O-])cc([N+](=O)[O-])c1, [Na+], O. Product: COc1cc(N)cc([N+](=O)[O-])c1. RXN SMILES: [C:1](=[O:2])([OH:3])[O-:4].[CH3:21][OH:22].[N+:6](=[O:7])([O-:8])[c:9]1[cH:10][c:11]([O:18][CH3:19])[cH:12][c:13]([N+:15]([O-:16])=[O:17])[cH:14]1.[Na+:5].[OH2:20]>>[N+:6](=[O:7])([O-:8])[c:9]1[cH:10][c:11]([O:18][CH3:19])[cH:12][c:13]([NH2:15])[cH:14]1. The reactants are C(CCCCCCCCCCCCCCCCC)(=O)Cl (stearoyl chloride), Cl (hydrogen chloride), C(CCCCCCCCCCCCCCC)NC(C=C)=O (N-cetylacrylamide), C(C=C)(=O)N (acrylamide), [Cl-].[Al+3].[Cl-].[Cl-] (aluminium chloride). Run in CC(=O)C (acetone). Run at time 5 minute. Yields the product C(CCCCCCCCCCCCCCCCC)(=O)NC(C=C)=O (N-Stearoylacrylamide). RXN SMILES: [C:1](Cl)(=[O:19])[CH2:2][CH2:3][CH2:4][CH2:5][CH2:6][CH2:7][CH2:8][CH2:9][CH2:10][CH2:11][CH2:12][CH2:13][CH2:14][CH2:15][CH2:16][CH2:17][CH3:18].[C:21]([NH2:25])(=[O:24])[CH:22]=[CH2:23].[Cl-].[Al+3].[Cl-].[Cl-].Cl.C(NC(=O)C=C)CCCCCCCCCCCCCCC>CC(C)=O>[C:1]([NH:25][C:21](=[O:24])[CH:22]=[CH2:23])(=[O:19])[CH2:2][CH2:3][CH2:4][CH2:5][CH2:6][CH2:7][CH2:8][CH2:9][CH2:10][CH2:11][CH2:12][CH2:13][CH2:14][CH2:15][CH2:16][CH2:17][CH3:18] |f:2.3.4.5|. Procedure details: In a 250 ml capacity conical flask 15.1 g stearoyl chloride (0.05 M), 3.5 g acrylamide (0.05 M) and 50 ml acetone were placed to obtain a clear solution. The solution was stirred with a magnetic needle at room temperature. 6.5. g anhydrous aluminium chloride (0.05 M) was added and the reaction mixture was stirred at room temperature. After 5 to 10 minutes of stirring vigorous evolution of hydrogen chloride took place which ceased after about 5 minutes. The product was isolated following the proc... The reactants are CC(C)(C)OC(=O)C=Cc1cccc(-c2nc(=O)c3ccccc3s2)n1, O=C(O)C(F)(F)F. Product: O=C(O)C=Cc1cccc(-c2nc(=O)c3ccccc3s2)n1. Reaction SMILES: [O:1]=[c:2]1[n:3][c:4](-[c:12]2[cH:13][cH:14][cH:15][c:16]([CH:18]=[CH:19][C:20](=[O:21])[O:22][C:23]([CH3:24])([CH3:25])[CH3:26])[n:17]2)[s:5][c:6]2[c:7]1[cH:8][cH:9][cH:10][cH:11]2.[OH:27][C:28]([C:29]([F:30])([F:31])[F:32])=[O:33]>>[O:1]=[c:2]1[n:3][c:4](-[c:12]2[cH:13][cH:14][cH:15][c:16]([CH:18]=[CH:19][C:20](=[O:21])[OH:22])[n:17]2)[s:5][c:6]2[c:7]1[cH:8][cH:9][cH:10][cH:11]2. Reaction SMILES: [Cl:1][C:2]1[C:3]([N:33]=[C:34]([C:41]2[CH:46]=[CH:45][CH:44]=[CH:43][CH:42]=2)[C:35]2[CH:40]=[CH:39][CH:38]=[CH:37][CH:36]=2)=[N:4][CH:5]=[CH:6][C:7]=1[O:8][C:9]1[CH:14]=[CH:13][C:12]([NH:15][C:16]([C:18]2[C:23](=[O:24])[C:22]([C:25]3[CH:30]=[CH:29][C:28]([F:31])=[CH:27][CH:26]=3)=[CH:21][NH:20][CH:19]=2)=[O:17])=[CH:11][C:10]=1[F:32].[BH4-].[Na+]>CCO.C1COCC1>[CH:34]([NH:33][C:3]1[C:2]([Cl:1])=[C:7]([O:8][C:9]2[CH:14]=[CH:13][C:12]([NH:15][C:16]([C:18]3[C:23](=[O:24])[C:22]([C:25]4[CH:26]=[CH:27][C:28]([F:31])=[CH:29][CH:30]=4)=[CH:21][NH:20][CH:19]=3)=[O:17])=[CH:11][C:10]=2[F:32])[CH:6]=[CH:5][N:4]=1)([C:35]1[CH:36]=[CH:37][CH:38]=[CH:39][CH:40]=1)[C:41]1[CH:46]=[CH:45][CH:44]=[CH:43][CH:42]=1 |f:1.2|. Run at temperature 0 celsius, time 3 hour. The yield is 94.5%. Procedure: To a solution of N-(4-(3-chloro-2-(diphenylmethyleneamino)pyridin-4-yloxy)-3-fluorophenyl)-5-(4-fluorophenyl)-4-oxo-1,4-dihydropyridine-3-carboxamide (Preparation 1G, 127 mg, 0.2 mmol) in EtOH (5 mL) and THF (5 mL) at 0° C., was added NaBH4 (300 mg, 7.93 mmol). The mixture was stirred at 0° C. for 3 h, and then at rt overnight. The reaction was quenched with water, extracted with DCM, and dried over MgSO4. After filtration and concentration in vacuo, 120 mg of the desired material was obtained a... The reactants are ClC=1C(=NC=CC1OC1=C(C=C(C=C1)NC(=O)C1=CNC=C(C1=O)C1=CC=C(C=C1)F)F)N=C(C1=CC=CC=C1)C1=CC=CC=C1 (N-(4-(3-chloro-2-(diphenylmethyleneamino)pyridin-4-yloxy)-3-fluorophenyl)-5-(4-fluorophenyl)-4-oxo-1,4-dihydropyridine-3-carboxamide), [BH4-].[Na+] (NaBH4). Solvent: CCO (EtOH), C1CCOC1 (THF). Yields the product C(C1=CC=CC=C1)(C1=CC=CC=C1)NC1=NC=CC(=C1Cl)OC1=C(C=C(C=C1)NC(=O)C1=CNC=C(C1=O)C1=CC=C(C=C1)F)F (N-(4-(2-(Benzhydrylamino)-3-chloropyridin-4-yloxy)-3-fluorophenyl)-5-(4-fluorophenyl)-4-oxo-1,4-dihydropyridine-3-carboxamide). The reactants are O1CCN(CC1)CCOC1=CC=C2C(=C(C(C2=C1)=O)C=1C=NC=CC1)C1=CC=CC=C1 (6-(2-Morpholinoethoxy)-3-phenyl-2-(pyridin-3-yl)-1H-inden-1-one), C1=CC(=CC(=C1)Cl)C(=O)OO (MCPBA). Run in CCOC(=O)C (EtOAc), C(Cl)Cl (CH2Cl2). Conditions: time 2 hour. The product is [O-][N+]1(CCOCC1)CCOC1=CC=C2C(=C(C(C2=C1)=O)C=1C=NC=CC1)C1=CC=CC=C1 (4-oxido-4-(2-{[1-oxo-3-phenyl-2-(pyridin-3-yl)-1H-inden-6-yl]oxy}ethyl)morpholin-4-ium). Yield: 26.8%. As a reaction SMILES: [O:1]1[CH2:6][CH2:5][N:4]([CH2:7][CH2:8][O:9][C:10]2[CH:18]=[C:17]3[C:13]([C:14]([C:26]4[CH:31]=[CH:30][CH:29]=[CH:28][CH:27]=4)=[C:15]([C:20]4[CH:21]=[N:22][CH:23]=[CH:24][CH:25]=4)[C:16]3=[O:19])=[CH:12][CH:11]=2)[CH2:3][CH2:2]1.C1C=C(Cl)C=C(C(OO)=[O:40])C=1>C(Cl)Cl.CCOC(C)=O>[O-:40][N+:4]1([CH2:7][CH2:8][O:9][C:10]2[CH:18]=[C:17]3[C:13]([C:14]([C:26]4[CH:27]=[CH:28][CH:29]=[CH:30][CH:31]=4)=[C:15]([C:20]4[CH:21]=[N:22][CH:23]=[CH:24][CH:25]=4)[C:16]3=[O:19])=[CH:12][CH:11]=2)[CH2:3][CH2:2][O:1][CH2:6][CH2:5]1. Reported procedure: To a solution of 6-(2-morpholinoethoxy)-3-phenyl-2-(pyridin-3-yl)-1H-inden-1-one (100 mg, 0.24 mmol) obtained in Step 7 of Example 1 in CH2Cl2 (2 mL) at 10° C. was added MCPBA (21 mg, 1 eq). The mixture was stirred at room temperature for 2 h. The reaction mixture was diluted with EtOAc and washed with sat. NaHCO3, H2O, and brine. The organic layer was dried over MgSO4 and concentrated in vacuo. The residue was purified by silica gel column chromatography (MC/MeOH/NH4OH=92:7:1) to afford the tit...